Dataset: the Open Reaction Database (ORD), a public repository of structured organic reaction records. Task: describe an organic reaction: reactants, conditions, products, and yield The reactants are CC(C)(C)OC(=O)N1CCNCC1, CCOC(C)=O, Cc1cc([N+](=O)[O-])cnc1Cl, [K+], [K+], O=C([O-])[O-], CN(C)C=O, O. Reaction SMILES: [C:12]([CH3:13])([CH3:14])([CH3:15])[O:16][C:17](=[O:18])[N:19]1[CH2:20][CH2:21][NH:22][CH2:23][CH2:24]1.[CH3:31][CH2:32][O:33][C:34]([CH3:35])=[O:36].[Cl:1][c:2]1[n:3][cH:4][c:5]([N+:9](=[O:10])[O-:11])[cH:6][c:7]1[CH3:8].[K+:25].[K+:26].[O-:27][C:28]([O-:29])=[O:30].[O:38]=[CH:39][N:40]([CH3:41])[CH3:42].[OH2:37]>>[c:2]1([N:22]2[CH2:21][CH2:20][N:19]([C:17]([O:16][C:12]([CH3:13])([CH3:14])[CH3:15])=[O:18])[CH2:24][CH2:23]2)[n:3][cH:4][c:5]([N+:9](=[O:10])[O-:11])[cH:6][c:7]1[CH3:8]. Product: Cc1cc([N+](=O)[O-])cnc1N1CCN(C(=O)OC(C)(C)C)CC1. The reactants are C(C#C)NC(=O)C=1N=CN2C1CN(C(C1=C2C=CC(=C1)F)=O)C (8-fluoro-5-methyl-6-oxo-5,6-dihydro-4H-imidazo[1,5-a][1,4]benzodiazepine-3-carboxylic acid prop-2-ynylamide), IN1C(CCC1=O)=O (N-iodosuccinimide), C(CC)N (propylamine). Solvent: C(C)(=O)O (acetic acid). Reaction conditions: time 90 hour. The product is FC=1C=CC2=C(C(N(CC=3N2C=NC3C=3OC(=CN3)CNCCC)C)=O)C1 (8-fluoro-5-methyl-3-(5-propylaminomethyl-oxazol-2-yl)-5,6-dihydro-4H-imidazo[1,5-a][1,4]benzodiazepin-6-one). Isolated yield 9.9%. Reaction SMILES: [CH2:1]([NH:4][C:5]([C:7]1[N:8]=[CH:9][N:10]2[C:16]3[CH:17]=[CH:18][C:19]([F:21])=[CH:20][C:15]=3[C:14](=[O:22])[N:13]([CH3:23])[CH2:12][C:11]=12)=[O:6])[C:2]#[CH:3].I[N:25]1C(=O)[CH2:28][CH2:27][C:26]1=O.C(N)CC>C(O)(=O)C>[F:21][C:19]1[CH:18]=[CH:17][C:16]2[N:10]3[CH:9]=[N:8][C:7]([C:5]4[O:6][C:2]([CH2:3][NH:25][CH2:26][CH2:27][CH3:28])=[CH:1][N:4]=4)=[C:11]3[CH2:12][N:13]([CH3:23])[C:14](=[O:22])[C:15]=2[CH:20]=1. Procedure: A solution of 10 g (0.032 mol) of 8-fluoro-5-methyl-6-oxo-5,6-dihydro-4H-imidazo[1,5-a][1,4]benzodiazepine-3-carboxylic acid prop-2-ynylamide in 200 ml of acetic acid was treated with 10.8 g (0.048 mol) of N-iodosuccinimide while gassing with argon. After stirring at room temperature for 90 hrs. the dark suspension obtained was completely freed from the solvents and dried azeotropically several times with toluene. The dark residue was dissolved in 200 ml of THF, treated with 23 ml (0.278 mol) of... Reactants: Cc1cc(C#N)c(Cl)c(Cl)c1F, [Li+], [Li+], O=C([O-])[O-], CC1NCCC1O. Product: Cc1cc(C#N)c(Cl)c(Cl)c1N1CCC(O)C1C. RXN SMILES: [Cl:1][c:2]1[c:3]([C:4]#[N:5])[cH:6][c:7]([CH3:12])[c:8]([F:11])[c:9]1[Cl:10].[Li+:20].[Li+:21].[O-:22][C:23](=[O:24])[O-:25].[OH:13][CH:14]1[CH:15]([CH3:19])[NH:16][CH2:17][CH2:18]1>>[Cl:1][c:2]1[c:3]([C:4]#[N:5])[cH:6][c:7]([CH3:12])[c:8]([N:16]2[CH:15]([CH3:19])[CH:14]([OH:13])[CH2:18][CH2:17]2)[c:9]1[Cl:10]. The reactants are CCCCCCCCCCCCCCCCNc1ccc(C(=O)OC2COC(c3ccccc3)OC2)cc1, CC(=O)O, [H][H], [Pd]. Yields the product CCCCCCCCCCCCCCCCNc1ccc(C(=O)OC(CO)CO)cc1. Reaction SMILES: [CH2:1]([CH2:2][CH2:3][CH2:4][CH2:5][CH2:6][CH2:7][CH2:8][CH2:9][CH2:10][CH2:11][CH2:12][CH2:13][CH2:14][CH2:15][CH3:16])[NH:17][c:18]1[cH:19][cH:20][c:21]([C:22](=[O:23])[O:24][CH:25]2[CH2:26][O:27][CH:28]([c:31]3[cH:32][cH:33][cH:34][cH:35][cH:36]3)[O:29][CH2:30]2)[cH:37][cH:38]1.[CH3:42][C:43](=[O:44])[OH:45].[H:39][H:40].[Pd:41]>>[CH2:1]([CH2:2][CH2:3][CH2:4][CH2:5][CH2:6][CH2:7][CH2:8][CH2:9][CH2:10][CH2:11][CH2:12][CH2:13][CH2:14][CH2:15][CH3:16])[NH:17][c:18]1[cH:19][cH:20][c:21]([C:22](=[O:23])[O:24][CH:25]([CH2:26][OH:27])[CH2:30][OH:29])[cH:37][cH:38]1. Starting materials: C[C@@H]1CC(C=C2CC[C@H]3[C@@H]4CCC([C@@]4(C)CC[C@@H]3[C@@]12C)=O)=O (1β-methyl-4-androstene-3,17-dione), C[C@H]1CC(C=C2C[C@@H]([C@H]3[C@@H]4CCC([C@@]4(C)CC[C@@H]3[C@@]12C)=O)C)=O (1α,7β-dimethyl-4-androstene-3,17-dione), C[C@@H]1CC(C=C2[C@H](C[C@H]3[C@@H]4CCC([C@@]4(C)CC[C@@H]3[C@@]12C)=O)C)=O (1β,6α-dimethyl-4-androstene-3,17-dione). Product: 1,62, 7αdimethyl-5-androstene-3β,17β-diol diacetate, C(C)(=O)O[C@@H]1CC2=C(C[C@H]3[C@@H]4CC[C@@H]([C@@]4(C)CC[C@@H]3[C@]2([C@@H](C1)C)C)OC(C)=O)C (1β,6-dimethyl-5-androstene-3β,17β-diol diacetate). As a reaction SMILES: C[C@@H]1[C@@]2(C)C(C[C@H](C)[C@@H]3[C@@H]2CC[C@@]2(C)[C@H]3C[CH2:12][C:13]2=[O:21])=CC(=O)C1.[CH3:24][C@H:25]1[C@@:42]2([CH3:43])[C:29]([C@@H:30]([CH3:45])[CH2:31][C@@H:32]3[C@@H:41]2[CH2:40][CH2:39][C@@:37]2([CH3:38])[C@H:33]3[CH2:34][CH2:35][C:36]2=[O:44])=[CH:28][C:27](=[O:46])[CH2:26]1.C[C@H]1[C@@]2(C)C(CC[C@@H]3[C@@H]2CC[C@@]2(C)[C@H]3C[CH2:58][C:59]2=[O:67])=CC(=O)C1>>[C:13]([O:46][C@H:27]1[CH2:26][C@@H:25]([CH3:24])[C@@:42]2([CH3:43])[C:29](=[C:30]([CH3:45])[CH2:31][C@@H:32]3[C@@H:41]2[CH2:40][CH2:39][C@@:37]2([CH3:38])[C@H:33]3[CH2:34][CH2:35][C@@H:36]2[O:44][C:59](=[O:67])[CH3:58])[CH2:28]1)(=[O:21])[CH3:12]. Reported procedure: Substituting 1α,7β-dimethyl-4-androstene-3,17-dione and 1β,6α-dimethyl-4-androstene-3,17-dione for the 1β-methyl-4-androstene-3,17-dione above results in the preparation of 1,62, 7αdimethyl-5-androstene-3β,17β-diol diacetate and 1β,6-dimethyl-5-androstene-3β,17β-diol diacetate, respectively. Starting materials: FB(F)F, CC[SiH](CC)CC, CCOCC, CCCC1CCC(c2ccc(-c3ccc(C4CCC(CCC)OC4O)c(F)c3F)c(F)c2F)CC1, ClCCl, O. Product: CCCC1CCC(c2ccc(-c3ccc(C4CCC(CCC)OC4)c(F)c3F)c(F)c2F)CC1. Reaction SMILES: [B:51]([F:52])([F:53])[F:54].[CH2:39]([SiH:40]([CH2:41][CH3:42])[CH2:43][CH3:44])[CH3:45].[CH2:46]([O:47][CH2:48][CH3:49])[CH3:50].[CH2:4]([CH2:5][CH3:6])[CH:7]1[CH2:8][CH2:9][CH:10]([c:14]2[c:15]([F:38])[c:16]([F:37])[c:17](-[c:20]3[c:21]([F:36])[c:22]([F:35])[c:23]([CH:26]4[CH2:27][CH2:28][CH:29]([CH2:32][CH2:33][CH3:34])[CH2:30][CH2:31]4)[cH:24][cH:25]3)[cH:18][cH:19]2)[CH:11]([OH:13])[O:12]1.[Cl:1][CH2:2][Cl:3].[OH2:55]>>[CH2:4]([CH2:5][CH3:6])[CH:7]1[CH2:8][CH2:9][CH:10]([c:14]2[c:15]([F:38])[c:16]([F:37])[c:17](-[c:20]3[c:21]([F:36])[c:22]([F:35])[c:23]([CH:26]4[CH2:27][CH2:28][CH:29]([CH2:32][CH2:33][CH3:34])[CH2:30][CH2:31]4)[cH:24][cH:25]3)[cH:18][cH:19]2)[CH2:11][O:12]1. Reaction SMILES: [CH:26]1([S:32](=[O:33])(=[O:34])[Cl:35])[CH2:27][CH2:28][CH2:29][CH2:30][CH2:31]1.[ClH:1].[NH:2]1[CH2:3][CH2:4][CH:5]([n:8]2[n:9][cH:10][c:11]([CH2:13][O:14][c:15]3[cH:16][cH:17][c:18](-[n:21]4[n:22][n:23][n:24][cH:25]4)[n:19][cH:20]3)[n:12]2)[CH2:6][CH2:7]1>>[N:2]1([S:32]([CH:26]2[CH2:27][CH2:28][CH2:29][CH2:30][CH2:31]2)(=[O:33])=[O:34])[CH2:3][CH2:4][CH:5]([n:8]2[n:9][cH:10][c:11]([CH2:13][O:14][c:15]3[cH:16][cH:17][c:18](-[n:21]4[n:22][n:23][n:24][cH:25]4)[n:19][cH:20]3)[n:12]2)[CH2:6][CH2:7]1. Yields the product O=S(=O)(C1CCCCC1)N1CCC(n2ncc(COc3ccc(-n4cnnn4)nc3)n2)CC1. The reactants are O=S(=O)(Cl)C1CCCCC1, Cl, c1cc(-n2cnnn2)ncc1OCc1cnn(C2CCNCC2)n1. Reactants: BrC1=CC=C(C=C1)OC(C(F)(F)F)(F)F (1-bromo-4-(perfluoroethoxy)benzene), C1CCOC1 (THF), ClC(=O)OCC (Ethyl chloroformate). Solvent: CCOC(=O)C (EtOAc). Reaction conditions: time 8 hour. Product: FC(C(F)(F)F)(OC1=CC=C(C(=O)OCC)C=C1)F (ethyl 4-(perfluoroethoxy)benzoate). Yield: 50.2%. As a reaction SMILES: Br[C:2]1[CH:7]=[CH:6][C:5]([O:8][C:9]([F:15])([F:14])[C:10]([F:13])([F:12])[F:11])=[CH:4][CH:3]=1.C1COCC1.Cl[C:22]([O:24][CH2:25][CH3:26])=[O:23]>CCOC(C)=O>[F:14][C:9]([F:15])([O:8][C:5]1[CH:6]=[CH:7][C:2]([C:22]([O:24][CH2:25][CH3:26])=[O:23])=[CH:3][CH:4]=1)[C:10]([F:13])([F:12])[F:11]. Procedure: To an oven-dried 500-mL round bottom flask equipped with a stirring bar was added 1-bromo-4-(perfluoroethoxy)benzene (9.35 g, 32.1 mmol) and anhydrous THF (200 mL). The flask was placed under nitrogen and cooled in an ice bath for 10 min. A solution of 1.3 M isopropylmagnesium chloride-lithium chloride complex (30 mL, 38.6 mmol) was added over 15 min. The ice bath was removed after 1 hour, and the reaction was warmed to room temperature and stirred overnight. GC/MS showed the presence of startin... As a reaction SMILES: [B:33]([O-:34])([O-:49])[O:50][c:35]1[cH:36][cH:37][c:38]([N:41]([CH2:42][CH2:43][O:44][CH2:45][CH2:46][CH3:47])[CH3:48])[cH:39][cH:40]1.[Br:1][c:2]1[cH:3][cH:4][c:5]2[c:6]([cH:32]1)[CH:7]=[C:8]([C:14](=[O:15])[NH:16][c:17]1[cH:18][cH:19][c:20]([CH2:23][N:24]([CH:25]3[CH2:26][CH2:27][O:28][CH2:29][CH2:30]3)[CH3:31])[cH:21][cH:22]1)[CH2:9][CH2:10][S:11]2(=[O:12])=[O:13].[C:51](=[O:52])([O-:53])[O-:54].[CH2:58]([OH:59])[CH3:60].[K+:55].[K+:56].[OH2:57].[c:61]1([CH3:62])[cH:63][cH:64][cH:65][cH:66][cH:67]1>>[c:2]1(-[c:35]2[cH:36][cH:37][c:38]([N:41]([CH2:42][CH2:43][O:44][CH2:45][CH2:46][CH3:47])[CH3:48])[cH:39][cH:40]2)[cH:3][cH:4][c:5]2[c:6]([cH:32]1)[CH:7]=[C:8]([C:14](=[O:15])[NH:16][c:17]1[cH:18][cH:19][c:20]([CH2:23][N:24]([CH:25]3[CH2:26][CH2:27][O:28][CH2:29][CH2:30]3)[CH3:31])[cH:21][cH:22]1)[CH2:9][CH2:10][S:11]2(=[O:12])=[O:13]. Yields the product CCCOCCN(C)c1ccc(-c2ccc3c(c2)C=C(C(=O)Nc2ccc(CN(C)C4CCOCC4)cc2)CCS3(=O)=O)cc1. The reactants are CCCOCCN(C)c1ccc(OB([O-])[O-])cc1, CN(Cc1ccc(NC(=O)C2=Cc3cc(Br)ccc3S(=O)(=O)CC2)cc1)C1CCOCC1, O=C([O-])[O-], CCO, [K+], [K+], O, Cc1ccccc1. Reactants: CN1CCC(C2C(=O)Nc3ccc([N+](=O)[O-])cc32)CC1, CCO. The product is CN1CCC(C2C(=O)Nc3ccc(N)cc32)CC1. RXN SMILES: [CH3:1][N:2]1[CH2:3][CH2:4][CH:5]([CH:8]2[C:9](=[O:20])[NH:10][c:11]3[cH:12][cH:13][c:14]([N+:17]([O-:18])=[O:19])[cH:15][c:16]32)[CH2:6][CH2:7]1.[CH3:21][CH2:22][OH:23]>>[CH3:1][N:2]1[CH2:3][CH2:4][CH:5]([CH:8]2[C:9](=[O:20])[NH:10][c:11]3[cH:12][cH:13][c:14]([NH2:17])[cH:15][c:16]32)[CH2:6][CH2:7]1.